From a dataset of the Open Reaction Database (ORD), a public repository of structured organic reaction records. describe an organic reaction: reactants, conditions, products, and yield The reactants are COC(=O)c1ccc(OCCOc2c(Br)cc(C(=O)NCCCCCCCCc3ccccc3)cc2-c2cccc(C(F)(F)F)c2)cc1O, CCO, [Na+], [OH-]. Product: O=C(NCCCCCCCCc1ccccc1)c1cc(Br)c(OCCOc2ccc(C(=O)O)c(O)c2)c(-c2cccc(C(F)(F)F)c2)c1. As a reaction SMILES: [CH3:1][O:2][C:3]([c:4]1[c:5]([OH:48])[cH:6][c:7]([O:10][CH2:11][CH2:12][O:13][c:14]2[c:15](-[c:38]3[cH:39][c:40]([C:44]([F:45])([F:46])[F:47])[cH:41][cH:42][cH:43]3)[cH:16][c:17]([C:21]([NH:22][CH2:23][CH2:24][CH2:25][CH2:26][CH2:27][CH2:28][CH2:29][CH2:30][c:31]3[cH:32][cH:33][cH:34][cH:35][cH:36]3)=[O:37])[cH:18][c:19]2[Br:20])[cH:8][cH:9]1)=[O:49].[CH3:52][CH2:53][OH:54].[Na+:51].[OH-:50]>>[O:2]=[C:3]([c:4]1[c:5]([OH:48])[cH:6][c:7]([O:10][CH2:11][CH2:12][O:13][c:14]2[c:15](-[c:38]3[cH:39][c:40]([C:44]([F:45])([F:46])[F:47])[cH:41][cH:42][cH:43]3)[cH:16][c:17]([C:21]([NH:22][CH2:23][CH2:24][CH2:25][CH2:26][CH2:27][CH2:28][CH2:29][CH2:30][c:31]3[cH:32][cH:33][cH:34][cH:35][cH:36]3)=[O:37])[cH:18][c:19]2[Br:20])[cH:8][cH:9]1)[OH:49]. Starting materials: CC1=C(C(=CC(=C1CCl)C)C(C)(C)C)O (2,4-dimethyl-3-chloromethyl-6-t-butylphenol), [I-].[K+] (potassium iodide), SCCO (2-mercaptoethanol), C([O-])([O-])=O.[K+].[K+] (potassium carbonate). The solvent is C(C(C)C)C(=O)C (methyl isobutyl ketone). Yields the product CC1=C(C(=CC(=C1CSCCO)C)C(C)(C)C)O (2,4-Dimethyl-3-(2-hydroxyethylthiomethyl)-6-t-butylphenol). Reaction SMILES: [CH3:1][C:2]1[C:7]([CH2:8]Cl)=[C:6]([CH3:10])[CH:5]=[C:4]([C:11]([CH3:14])([CH3:13])[CH3:12])[C:3]=1[OH:15].[SH:16][CH2:17][CH2:18][OH:19].C(=O)([O-])[O-].[K+].[K+].[I-].[K+]>C(C(C)=O)C(C)C>[CH3:1][C:2]1[C:7]([CH2:8][S:16][CH2:17][CH2:18][OH:19])=[C:6]([CH3:10])[CH:5]=[C:4]([C:11]([CH3:14])([CH3:13])[CH3:12])[C:3]=1[OH:15] |f:2.3.4,5.6|. Procedure: This material was prepared according to the procedure of Example III using 2,4-dimethyl-3-chloromethyl-6-t-butylphenol (160.8 g, 0.71 m), 2-mercaptoethanol (52.5 g, 0.71 m), potassium carbonate (110.4 g, 0.8 m), potassium iodide (5.0 g), and methyl isobutyl ketone (500 ml). Work-up afforded a dark colored oil. This material can be distilled under a very good vacuum. The nmr spectrum was consistent with the desired structure.